Dataset: the Open Reaction Database (ORD), a public repository of structured organic reaction records. Task: describe an organic reaction: reactants, conditions, products, and yield Starting materials: [H-].[Na+] (sodium hydride), FC=1C=CC(=C(N)C1)[N+](=O)[O-] (5-Fluoro-2-nitroaniline), CS(=O)(=O)OCCCCOC (4-Methoxybutyl methanesulfonate). Run in [Cl-].[Na+].O (brine), C1CCOC1 (THF). Conditions: time 30 minute. The product is FC=1C=CC(=C(NCCCCOC)C1)[N+](=O)[O-] (5-fluoro-N-(4-methoxybutyl)-2-nitroaniline). Isolated yield 31.8%. As a reaction SMILES: [F:1][C:2]1[CH:3]=[CH:4][C:5]([N+:9]([O-:11])=[O:10])=[C:6]([CH:8]=1)[NH2:7].[H-].[Na+].CS(O[CH2:19][CH2:20][CH2:21][CH2:22][O:23][CH3:24])(=O)=O>C1COCC1.[Cl-].[Na+].O>[F:1][C:2]1[CH:3]=[CH:4][C:5]([N+:9]([O-:11])=[O:10])=[C:6]([CH:8]=1)[NH:7][CH2:19][CH2:20][CH2:21][CH2:22][O:23][CH3:24] |f:1.2,5.6.7|. Procedure: 5-Fluoro-2-nitroaniline (1.0 g) was dissolved in THF (20 ml), sodium hydride (60% in oil, 384 mg) was added, and the mixture was stirred at room temperature for 30 min. 4-Methoxybutyl methanesulfonate (1.28 g) was added, and the mixture was heated under reflux with stirring for 15 hr. The reaction mixture was cooled to room temperature and saturated brine was added, and the mixture was extracted with ethyl acetate. The extract was washed with saturated brine, and dried over anhydrous sodium sulf...